This data is from the Open Reaction Database (ORD), a public repository of structured organic reaction records. The task is: describe an organic reaction: reactants, conditions, products, and yield The reactants are CC(=O)OCCCCCI, O=C([O-])[O-], CCOC(=O)C1CCCC1=O, [K+], [K+], CN(C)C=O. Yields the product CCOC(=O)C1(CCCCCOC(C)=O)CCCC1=O. As a reaction SMILES: [C:18]([CH3:19])(=[O:20])[O:21][CH2:22][CH2:23][CH2:24][CH2:25][CH2:26][I:27].[C:1](=[O:2])([O-:3])[O-:4].[CH2:7]([CH3:8])[O:9][C:10](=[O:11])[CH:12]1[C:13](=[O:17])[CH2:14][CH2:15][CH2:16]1.[K+:5].[K+:6].[O:28]=[CH:29][N:30]([CH3:31])[CH3:32]>>[CH2:7]([CH3:8])[O:9][C:10](=[O:11])[C:12]1([CH2:26][CH2:25][CH2:24][CH2:23][CH2:22][O:21][C:18]([CH3:19])=[O:20])[C:13](=[O:17])[CH2:14][CH2:15][CH2:16]1.